From a dataset of the Open Reaction Database (ORD), a public repository of structured organic reaction records. describe an organic reaction: reactants, conditions, products, and yield Starting materials: CO, COC(=O)CCCCCc1cccc2cncn12, NO. Yields the product O=C(CCCCCc1cccc2cncn12)NO. As a reaction SMILES: [CH3:21][OH:22].[CH3:3][O:4][C:5](=[O:6])[CH2:7][CH2:8][CH2:9][CH2:10][CH2:11][c:12]1[cH:13][cH:14][cH:15][c:16]2[n:17]1[cH:18][n:19][cH:20]2.[NH2:1][OH:2]>>[NH:1]([OH:2])[C:5](=[O:4])[CH2:7][CH2:8][CH2:9][CH2:10][CH2:11][c:12]1[cH:13][cH:14][cH:15][c:16]2[n:17]1[cH:18][n:19][cH:20]2. Reaction SMILES: [C:1]1([S:7]([CH2:9][Cl:10])=O)[CH:6]=[CH:5][CH:4]=[CH:3][CH:2]=1.[C:11]([C:15]1[CH:20]=[CH:19][CH:18]=[CH:17][CH:16]=1)([CH3:14])([CH3:13])[CH3:12].[F:21][C:22]([F:35])([F:34])[S:23]([O:26]S(C(F)(F)F)(=O)=O)(=[O:25])=[O:24]>C(OCC)C>[O-:26][S:23]([C:22]([F:35])([F:34])[F:21])(=[O:25])=[O:24].[C:11]([C:15]1[CH:20]=[CH:19][C:18]([S+:7]([CH2:9][Cl:10])[C:1]2[CH:6]=[CH:5][CH:4]=[CH:3][CH:2]=2)=[CH:17][CH:16]=1)([CH3:14])([CH3:13])[CH3:12] |f:4.5|. Procedure: Chloromethyl phenyl sulfoxide (200 mg, 1.29 mmol) of example 21 was dissolved in dry diethyl ether (7.5 mL) under an argon atmosphere. tert-Butyl benzene (0.191 g, 1.1 eq) was added to the previous solution and then the mixture was cooled to a temperature below −60° C. After stabilizing the temperature, trifluoromethanesulfonic anhydride (0.217 mL, 1 eq) was added slowly maintaining the same temperature. The mixture was stirred until the reaction was complete. The orange precipitated triflate sa... Solvent: C(C)OCC (diethyl ether). The reactants are C(C)(C)(C)C1=CC=CC=C1 (tert-Butyl benzene), C1(=CC=CC=C1)S(=O)CCl (Chloromethyl phenyl sulfoxide), FC(S(=O)(=O)OS(=O)(=O)C(F)(F)F)(F)F (trifluoromethanesulfonic anhydride). The product is [O-]S(=O)(=O)C(F)(F)F.C(C)(C)(C)C1=CC=C(C=C1)[S+](C1=CC=CC=C1)CCl ((4-(tert-butyl)phenyl)(chloromethyl)(phenyl)sulfonium triflate).